This data is from the Open Reaction Database (ORD), a public repository of structured organic reaction records. The task is: describe an organic reaction: reactants, conditions, products, and yield Product: CC(C(=O)O)c1ccc2c(c1)Sc1ccccc1CC2. Starting materials: CCO, Cl, [K+], [OH-], O, CCOC(=O)C(C)c1ccc2c(c1)Sc1ccccc1CC2. Reaction SMILES: [CH3:23][CH2:24][OH:25].[ClH:28].[K+:27].[OH-:26].[OH2:29].[cH:1]1[cH:2][c:3]([CH:16]([C:17](=[O:18])[O:19][CH2:20][CH3:21])[CH3:22])[cH:4][c:5]2[c:11]1[CH2:10][CH2:9][c:8]1[c:7]([cH:15][cH:14][cH:13][cH:12]1)[S:6]2>>[cH:1]1[cH:2][c:3]([CH:16]([C:17](=[O:18])[OH:19])[CH3:22])[cH:4][c:5]2[c:11]1[CH2:10][CH2:9][c:8]1[c:7]([cH:15][cH:14][cH:13][cH:12]1)[S:6]2. Reactants: CCCCP(CCCC)CCCC, O=C(Cl)Oc1ccccc1, Cl, Oc1ccccc1. The product is O=C(Oc1ccccc1)Oc1ccccc1. As a reaction SMILES: [CH2:18]([P:19]([CH2:20][CH2:21][CH2:22][CH3:23])[CH2:24][CH2:25][CH2:26][CH3:27])[CH2:28][CH2:29][CH3:30].[Cl:1][C:2](=[O:3])[O:4][c:5]1[cH:6][cH:7][cH:8][cH:9][cH:10]1.[ClH:31].[OH:11][c:12]1[cH:13][cH:14][cH:15][cH:16][cH:17]1>>[C:2](=[O:3])([O:4][c:5]1[cH:6][cH:7][cH:8][cH:9][cH:10]1)[O:11][c:12]1[cH:13][cH:14][cH:15][cH:16][cH:17]1. Starting materials: C([O-])(O)=O.[Na+] (sodium bicarbonate), C(C)#N (acetonitrile), sodium carboxylates, CC(C(=O)OC(C(C)C)OC(=O)NC[C@@H]1CC[C@H](CC1)C(=O)O)C (trans-4-{[1-(2-Methylpropanoyloxy)-2-methylpropoxycarbonyl]aminomethyl}-Cyclohexanecarboxylic Acid), acyloxyalkyl carbamates, C1[C@@H](CC[C@H](C1)C(=O)O)CN (tranexamic acid). Run in mixture, O (water). Product: CC(C(=O)OC(C(C)C)OC(=O)NC[C@@H]1CC[C@H](CC1)C(=O)[O-])C.[Na+] (Sodium trans-4-{[1-(2-Methylpropanoyloxy)-2-methylpropoxycarbonyl]aminomethyl}-Cyclohexanecarboxylate). RXN SMILES: C1C[C@H](C(O)=O)CC[C@H]1CN.[CH3:12][CH:13]([CH3:35])[C:14]([O:16][CH:17]([O:21][C:22]([NH:24][CH2:25][C@H:26]1[CH2:31][CH2:30][C@H:29]([C:32]([OH:34])=[O:33])[CH2:28][CH2:27]1)=[O:23])[CH:18]([CH3:20])[CH3:19])=[O:15].C(=O)(O)[O-].[Na+:40].C(#N)C>O>[CH3:12][CH:13]([CH3:35])[C:14]([O:16][CH:17]([O:21][C:22]([NH:24][CH2:25][C@H:26]1[CH2:31][CH2:30][C@H:29]([C:32]([O-:34])=[O:33])[CH2:28][CH2:27]1)=[O:23])[CH:18]([CH3:19])[CH3:20])=[O:15].[Na+:40] |f:2.3,6.7|. Reported procedure: Following the general nucleophilic carbamoylation procedure for the formation of the corresponding sodium carboxylates of acyloxyalkyl carbamates of tranexamic acid, 3.434 g (10.0 mmol) of trans-4-{[1-(2-methylpropanoyloxy)-2-methylpropoxycarbonyl]aminomethyl}-cyclohexanecarboxylic acid 44 was reacted with 840.1 mg (10.0 mmol) of sodium bicarbonate (NaHCO3) in 60 mL of a mixture of acetonitrile and water (1:2) to yield 3.654 g (quant.) of the title compound 45 as a colorless powder. 1H NMR (400 ... Reactants: C1(=CC=CC=C1)C1=CC(NC(O1)=O)=O (6-phenyl-1,3-oxazine-2,4-dione), CN (CH3NH2). Yields the product CN1C(NC(C=C1C1=CC=CC=C1)=O)=O (1-N-Methyl-6-Phenyl-2,4-Pyrimidine-Dione). Reaction SMILES: [C:1]1([C:7]2[O:12][C:11](=O)[NH:10][C:9](=[O:14])[CH:8]=2)[CH:6]=[CH:5][CH:4]=[CH:3][CH:2]=1.[CH3:15][NH2:16]>>[CH3:15][N:16]1[C:7]([C:1]2[CH:6]=[CH:5][CH:4]=[CH:3][CH:2]=2)=[CH:8][C:9](=[O:14])[NH:10][C:11]1=[O:12]. Procedure details: To 189 mg (1 mM) of 6-phenyl-1,3-oxazine-2,4-dione from Preparation Ia(1) is added 10 ml of a 40 percent aqueous CH3NH2 solution. The reaction mixture is allowed to heat at reflux for 18 hours. The resulting solution is cooled to room temperature and the precipitate filtered, washed well with water, and dried at 60° C. under vacuum. The yield is 146 mg (72 percent) (m.p. 183°-185° C.) of 1-N-methyl-6-phenyl-2,4-pyrimidine-dione.